Dataset: the Open Reaction Database (ORD), a public repository of structured organic reaction records. Task: describe an organic reaction: reactants, conditions, products, and yield Reactants: C(C1=CC=CC=C1)O (benzyl alcohol), Cl (hydrogen chloride), Cl (hydrogen chloride), C=O (paraformaldehyde), S(=O)(=O)([O-])[O-].[Mg+2] (magnesium sulfate), C(Cl)Cl (methylene chloride). Run at time 10 minute. The product is C(C1=CC=CC=C1)OCCl (chloromethyl benzyl ether). RXN SMILES: [CH2:1]([OH:8])[C:2]1[CH:7]=[CH:6][CH:5]=[CH:4][CH:3]=1.C=O.S([O-])([O-])(=O)=O.[Mg+2].Cl.[CH2:18](Cl)[Cl:19]>>[CH2:1]([O:8][CH2:18][Cl:19])[C:2]1[CH:7]=[CH:6][CH:5]=[CH:4][CH:3]=1 |f:2.3|. Reported procedure: A mixture of 216.28 g. of benzyl alcohol, 61.44 g. of paraformaldehyde, 481.6 g. of anhydrous magnesium sulfate and 1200 ml. of methylene chloride is cooled to a temperature of between -50° to -55°C in a dry ice-acetonitrile bath, and the stirred cold solution is saturated with anhydrous hydrogen chloride gas. The reaction mixture is kept at -50° to -55°C for 10 minutes further, and then excess of hydrogen chloride is eliminated by passing a stream of nitrogen during 30 minutes. The reaction mix...